Dataset: the Open Reaction Database (ORD), a public repository of structured organic reaction records. Task: describe an organic reaction: reactants, conditions, products, and yield Reaction SMILES: [N:1]1[C:10]2[C:5](=[CH:6][C:7]([C:11]([OH:13])=O)=[CH:8][CH:9]=2)[N:4]=[CH:3][CH:2]=1.[NH:14]1[CH2:19][CH2:18][CH2:17][CH2:16][CH2:15]1.C(C1NC=CN=1)(C1NC=CN=1)=O>>[N:1]1[C:10]2[C:5](=[CH:6][C:7]([C:11]([N:14]3[CH2:19][CH2:18][CH2:17][CH2:16][CH2:15]3)=[O:13])=[CH:8][CH:9]=2)[N:4]=[CH:3][CH:2]=1. Reactants: N1=CC=NC2=CC(=CC=C12)C(=O)O (6-quinoxalinecarboxylic acid), aromatic carboxylic acids, C(=O)(C=1NC=CN1)C=1NC=CN1 (carbonyl diimidazole), N1CCCCC1 (piperidine), Compound XIII. Yields the product N1=CC=NC2=CC(=CC=C12)C(=O)N1CCCCC1 (1-(quinoxalin-6-ylcarbonyl)-piperidine). Procedure: The coupling of 6-quinoxalinecarboxylic acid to piperidine is accomplished in a manner similar to that used for the preparation of Invention Compound XIII, or by any other method known in the art for activation of aromatic carboxylic acids, such as, for example, activation by carbonyl diimidazole. 1H NMR δ 1.56 and 1.73 (br, 6), 3.40 (br s, 2), 3.79 (br s, 2), 7.82 (dd, 1, J=8.8, 1.9Hz), 8.13 (d, 1, J=1.6 Hz), 8.17 (d, 1, 8.6 Hz), and 8.9 ppm (m, 2). Reactants: C=O (paraformaldehyde), C(C)C=1CCCN2CCC3=C(C12)NC1=CC=CC=C13 (1-ethyl-2,3,4,6,7,12-hexahydro-indolo[2,3-a]quinolizine), O (water). The solvent is CC(=O)C (acetone). Product: C(C)C1(CCCN2CCC=3C(=C12)N=C1C=CC=CC13)CO ((±) -1-Ethyl-1-(hydroxymethyl) -1,2,3,4,6,7-hexahydro-indolo[2,3-a]quinolizine). RXN SMILES: [CH2:1]([C:3]1[CH2:4][CH2:5][CH2:6][N:7]2[C:12]=1[C:11]1[NH:13][C:14]3[C:19]([C:10]=1[CH2:9][CH2:8]2)=[CH:18][CH:17]=[CH:16][CH:15]=3)[CH3:2].[CH2:20]=[O:21].O>CC(C)=O>[CH2:1]([C:3]1([CH2:20][OH:21])[C:12]2[N:7]([CH2:8][CH2:9][C:10]3[C:11]=2[N:13]=[C:14]2[C:19]=3[CH:18]=[CH:17][CH:16]=[CH:15]2)[CH2:6][CH2:5][CH2:4]1)[CH3:2]. Procedure details: 37.8 g (0.15 moles) of 1-ethyl-2,3,4,6,7,12-hexahydro-indolo[2,3-a]quinolizine are dissolved in 100 ml of acetone, 5 g of paraformaldehyde are added thereto and the mixture is stirred at room temperature for an hour and a half. Then 30 ml of distilled water are added to the mixture within 15 minutes and the stirring is continued for another hour at O° C. The precipitated title compound obtained in the form of orange-colored crystals is filtered off and washed in two portions under altogether 20 ... Starting materials: CC(=O)N1CCNCC1, CN(C)c1ccncc1, CN1CCc2c(c3cc(Cl)ccc3n2CC(=O)O)C1, O=C(Cl)C(=O)Cl, ClCCl. Yields the product CC(=O)N1CCN(C(=O)Cn2c3c(c4cc(Cl)ccc42)CN(C)CC3)CC1. RXN SMILES: [C:26]([CH3:27])(=[O:28])[N:29]1[CH2:30][CH2:31][NH:32][CH2:33][CH2:34]1.[CH3:38][N:39]([c:40]1[cH:41][cH:42][n:43][cH:44][cH:45]1)[CH3:46].[Cl:1][c:2]1[cH:3][c:4]2[c:5]3[c:6]([n:7]([CH2:11][C:12](=[O:13])[OH:14])[c:8]2[cH:9][cH:10]1)[CH2:15][CH2:16][N:17]([CH3:19])[CH2:18]3.[Cl:20][C:21]([C:22]([Cl:23])=[O:24])=[O:25].[Cl:35][CH2:36][Cl:37]>>[Cl:1][c:2]1[cH:3][c:4]2[c:5]3[c:6]([n:7]([CH2:11][C:12](=[O:14])[N:32]4[CH2:31][CH2:30][N:29]([C:26]([CH3:27])=[O:28])[CH2:34][CH2:33]4)[c:8]2[cH:9][cH:10]1)[CH2:15][CH2:16][N:17]([CH3:19])[CH2:18]3.